This data is from the Open Reaction Database (ORD), a public repository of structured organic reaction records. The task is: describe an organic reaction: reactants, conditions, products, and yield Starting materials: BrC1=CC=C(S1)N1C(O[C@@]2(C1)CN1CCC2CC1)=O ((R)-3′-(5-bromothiophen-2-yl)spiro[1-azabicyclo[2.2.2]octan-3,5′-oxazolidin]-2′-one), C(CCC)[Sn](C=1N=CSC1)(CCCC)CCCC (4-(tri-n-butylstannyl)thiazole). Yields the product S1C=NC(=C1)C1=CC=C(S1)N1C(O[C@@]2(C1)CN1CCC2CC1)=O ((R)-3′-[5-(Thiazol-4-yl)thiophen-2-yl]spiro[1-azabicyclo[2.2.2]octan-3,5′-oxazolidin]-2′-one). Reaction SMILES: Br[C:2]1[S:6][C:5]([N:7]2[CH2:11][C@:10]3([CH:16]4[CH2:17][CH2:18][N:13]([CH2:14][CH2:15]4)[CH2:12]3)[O:9][C:8]2=[O:19])=[CH:4][CH:3]=1.C([Sn](CCCC)(CCCC)[C:25]1[N:26]=[CH:27][S:28][CH:29]=1)CCC>>[S:28]1[CH:29]=[C:25]([C:2]2[S:6][C:5]([N:7]3[CH2:11][C@:10]4([CH:16]5[CH2:17][CH2:18][N:13]([CH2:14][CH2:15]5)[CH2:12]4)[O:9][C:8]3=[O:19])=[CH:4][CH:3]=2)[N:26]=[CH:27]1. Reported procedure: The title compound was prepared by a method analogous to that described in Example 5 from (R)-3′-(5-bromothiophen-2-yl)spiro[1-azabicyclo[2.2.2]octan-3,5′-oxazolidin]-2′-one and 4-(tri-n-butylstannyl)thiazole. The title compound (27 mg) was obtained as a pale solid, m/z 348 (MH+). The reactants are aqueous solution, [OH-].[Na+] (sodium hydroxide), FC1=C(C=C(C(=C1)Cl)OC1CC(CC1)C)NC(OC)=O (methyl N-{2-fluoro-4-chloro-5-(3-methylcyclopentyl)oxyphenyl}carbamate). Run in C(C)O (ethyl alcohol). Conditions: time 3 hour. Yields the product FC1=C(N)C=C(C(=C1)Cl)OC1CC(CC1)C (2-fluoro-4-chloro-5-(3-methylcyclopentyl)oxyaniline). Isolated yield 63.7%. RXN SMILES: [OH-].[Na+].[F:3][C:4]1[CH:9]=[C:8]([Cl:10])[C:7]([O:11][CH:12]2[CH2:16][CH2:15][CH:14]([CH3:17])[CH2:13]2)=[CH:6][C:5]=1[NH:18]C(=O)OC>C(O)C>[F:3][C:4]1[CH:9]=[C:8]([Cl:10])[C:7]([O:11][CH:12]2[CH2:16][CH2:15][CH:14]([CH3:17])[CH2:13]2)=[CH:6][C:5]=1[NH2:18] |f:0.1|. Reported procedure: Then, ethyl alcohol (20 ml) and a 2N aqueous solution of sodium hydroxide (30 ml) were added to the resulting methyl N-{2-fluoro-4-chloro-5-(3-methylcyclopentyl)oxyphenyl}carbamate (3.45 g, 11.4 mmol), followed by stirring for 3 hours under refluxing. After completion of the reaction, the reaction mixture was extracted with ethyl acetate (50 ml×3 times). The organic layer was washed with a saturated aqueous sodium chloride solution, dried, and the solvent was distilled off under reduced pressure... The reactants are CC1Cc2ccccc2N1, CC(=O)[O-], CO, Cl, O=N[O-], [NH4+], [Na+], O=N[O-], O, [Zn]. The product is CC1Cc2ccccc2N1N, Cl. Reaction SMILES: [CH3:1][CH:2]1[NH:3][c:4]2[cH:5][cH:6][cH:7][cH:8][c:9]2[CH2:10]1.[CH3:20][C:21](=[O:22])[O-:23].[CH3:24][OH:25].[ClH:11].[N:12]([O-:13])=[O:14].[NH4+:19].[Na+:15].[O-:16][N:17]=[O:18].[OH2:26].[Zn:27]>>[CH3:1][CH:2]1[N:3]([NH2:12])[c:4]2[cH:5][cH:6][cH:7][cH:8][c:9]2[CH2:10]1.[ClH:11].